Dataset: the Open Reaction Database (ORD), a public repository of structured organic reaction records. Task: describe an organic reaction: reactants, conditions, products, and yield The reactants are ClC1=CC=CC=2C(C3=C(C=CC=C3C(C12)=O)Cl)=O (1,5-dichloroanthraquinone), CCN(C(C)C)C(C)C (iPr2NEt), O.NN (hydrazine monohydrate). Solvent: C1CCOC1 (THF). The product is ClC=1CC(CC2=CC3=C4C(C=CC3=CC12)=NN=C4)=O (7-Chloropyrazoloanthrone). Isolated yield 17.7%. Reaction SMILES: Cl[C:2]1[C:15]2[C:14](=O)[C:13]3[C:8](=[C:9]([Cl:17])[CH:10]=[CH:11][CH:12]=3)[C:7](=O)[C:6]=2[CH:5]=[CH:4][CH:3]=1.CC[N:21]([CH:25](C)C)C(C)C.[OH2:28].[NH2:29]N>C1COCC1>[Cl:17][C:9]1[CH2:10][C:11](=[O:28])[CH2:12][C:13]2[C:8]=1[CH:7]=[C:6]1[C:15](=[C:2]3[CH:25]=[N:21][N:29]=[C:3]3[CH:4]=[CH:5]1)[CH:14]=2 |f:2.3|. Reported procedure: To a stirred suspension of 1,5-dichloroanthraquinone (343 mg, 1.2 mmol) and iPr2NEt (240 mg, 1.9 mmol) in THF (5.5 mL) was added hydrazine monohydrate (186 mg, 3.7 mmol) dropwise, and the reaction mixture was heated at reflux for 2 hours. After cooling, the mixture was washed with water and extracted with chloroform. The combined organic layers were washed with brine and dried over MgSO4. Then the residue was separated by column chromatography (silica gel) with chloroform/EtOAc (1/1) as an eluen... Starting materials: COc1cc(C(=O)N2CCCC2CO)c(NC(=O)OCC(Cl)(Cl)Cl)c(OC)c1C, CS(C)=O, ClCCl, O=C(Cl)C(=O)Cl, O. Product: COc1cc2c(c(OC)c1C)N(C(=O)OCC(Cl)(Cl)Cl)C(O)C1CCCN1C2=O. As a reaction SMILES: [CH3:11][c:12]1[c:13]([O:38][CH3:39])[c:14]([NH:29][C:30](=[O:31])[O:32][CH2:33][C:34]([Cl:35])([Cl:36])[Cl:37])[c:15]([C:16](=[O:17])[N:18]2[CH:19]([CH2:23][OH:24])[CH2:20][CH2:21][CH2:22]2)[cH:25][c:26]1[O:27][CH3:28].[CH3:1][S:2]([CH3:3])=[O:4].[Cl:40][CH2:41][Cl:42].[Cl:5][C:6]([C:7]([Cl:8])=[O:9])=[O:10].[OH2:43]>>[CH3:11][c:12]1[c:13]([O:38][CH3:39])[c:14]2[c:15]([cH:25][c:26]1[O:27][CH3:28])[C:16](=[O:17])[N:18]1[CH:19]([CH2:20][CH2:21][CH2:22]1)[CH:23]([OH:24])[N:29]2[C:30](=[O:31])[O:32][CH2:33][C:34]([Cl:35])([Cl:36])[Cl:37]. Reactants: ClC=1C=CC(=NC1)C(=O)NC1=NC(=C(C=C1)F)[C@]1(N=C(O[C@@H](C1)C(F)(F)F)NC(C1=CC=C(C=C1)[N+](=O)[O-])=O)C (5-chloro-N-(5-fluoro-6-((4S,6S)-4-methyl-2-(4-nitrobenzamido)-6-(trifluoromethyl)-5,6-dihydro-4H-1,3-oxazin-4-yl)pyridin-2-yl)picolinamide), N12CCCCCC2=NCCC1 (1,8-diazabicyclo-[5.4.0]undec-7-ene). Run in CO (MeOH), CO (MeOH). Conditions: temperature 70 celsius, time 1 hour. The product is NC=1O[C@@H](C[C@@](N1)(C)C1=C(C=CC(=N1)NC(C1=NC=C(C=C1)Cl)=O)F)C(F)(F)F (N-(6-((4S,6S)-2-amino-4-methyl-6-(trifluoromethyl)-5,6-dihydro-4H-1,3-oxazin-4-yl)-5-fluoropyridin-2-yl)-5-chloropicolinamide). Yield: 69.0%. RXN SMILES: [Cl:1][C:2]1[CH:3]=[CH:4][C:5]([C:8]([NH:10][C:11]2[CH:16]=[CH:15][C:14]([F:17])=[C:13]([C@:18]3([CH3:40])[CH2:23][C@@H:22]([C:24]([F:27])([F:26])[F:25])[O:21][C:20]([NH:28]C(=O)C4C=CC([N+]([O-])=O)=CC=4)=[N:19]3)[N:12]=2)=[O:9])=[N:6][CH:7]=1.N12CCCN=C1CCCCC2>CO>[NH2:28][C:20]1[O:21][C@H:22]([C:24]([F:25])([F:27])[F:26])[CH2:23][C@:18]([C:13]2[N:12]=[C:11]([NH:10][C:8](=[O:9])[C:5]3[CH:4]=[CH:3][C:2]([Cl:1])=[CH:7][N:6]=3)[CH:16]=[CH:15][C:14]=2[F:17])([CH3:40])[N:19]=1. Procedure details: To a suspension of 5-chloro-N-(5-fluoro-6-((4S,6S)-4-methyl-2-(4-nitrobenzamido)-6-(trifluoromethyl)-5,6-dihydro-4H-1,3-oxazin-4-yl)pyridin-2-yl)picolinamide (8b, 76 mg, 0.131 mmol) in MeOH (1.3 mL) was added 1,8-diazabicyclo-[5.4.0]undec-7-ene (Aldrich, 254 μl, 1.701 mmol). The reaction mixture was stirred at 70° C. for 1 h. The reaction was diluted with MeOH and purified by reverse-phase preparative HPLC using a Phenomenex Gemini column, 10 micron, C18, 110 Å, 150×30 mm, 0.1% TFA in CH3CN/H2O,... Starting materials: C(C1=CC=CC=C1)OC1=CC=C(C=C(C(=O)OC)N=[N+]=[N-])C=C1 (Methyl 4-benzyloxy-α-azidocinnamate). The solvent is C1(=CC=CC=C1)C (toluene). Product: C(C1=CC=CC=C1)OC1=CC=C2C=C(NC2=C1)C(=O)OC (Methyl 6-benzyloxyindole-2-carboxylate). As a reaction SMILES: [CH2:1]([O:8][C:9]1[CH:23]=[CH:22][C:12]([CH:13]=[C:14]([N:19]=[N+]=[N-])[C:15]([O:17][CH3:18])=[O:16])=[CH:11][CH:10]=1)[C:2]1[CH:7]=[CH:6][CH:5]=[CH:4][CH:3]=1>C1(C)C=CC=CC=1>[CH2:1]([O:8][C:9]1[CH:23]=[C:22]2[C:12]([CH:13]=[C:14]([C:15]([O:17][CH3:18])=[O:16])[NH:19]2)=[CH:11][CH:10]=1)[C:2]1[CH:7]=[CH:6][CH:5]=[CH:4][CH:3]=1. Procedure details: Methyl 4-benzyloxy-α-azidocinnamate (EXAMPLE 246, 5.8 g) is dissolved in 376 ml of toluene and the reaction is heated to reflux for 1 hr. Then the reaction is cooled, concentrated under reduced pressure and the solids are recrystallized from ethyl acetate/hexane to provide the title compound. Starting materials: [Br-].[Br-].C1(=CC=CC=C1)[PH+](C1=CC=CC=C1)C1=CC=CC=C1.C1(=CC=CC=C1)[PH+](C1=CC=CC=C1)C1=CC=CC=C1 (Triphenylphosphonium dibromide), C(CC#CCCCC)O (3-octyne-1-ol), ice water. The solvent is C(C)OCC (diethyl ether), hexanes. Conditions: time 8 hour. Yields the product BrCCC#CCCCC (1-bromo-3-octyne). The yield is 94.8%. Reaction SMILES: [Br-:1].[Br-].C1([PH+](C2C=CC=CC=2)C2C=CC=CC=2)C=CC=CC=1.C1([PH+](C2C=CC=CC=2)C2C=CC=CC=2)C=CC=CC=1.[CH2:41](O)[CH2:42][C:43]#[C:44][CH2:45][CH2:46][CH2:47][CH3:48]>C(OCC)C>[Br:1][CH2:41][CH2:42][C:43]#[C:44][CH2:45][CH2:46][CH2:47][CH3:48] |f:0.1.2.3|. Procedure: Triphenylphosphonium dibromide (36.8 g, 87.2 mmol) was suspended in diethyl ether at -20° C. and a solution of 3-octyne-1-ol (10.0 g, 79.2 mmol) was added dropwise over a twenty minute period. The mixture was allowed to stir overnight. The mixture was poured into ice-water and solids precipitated which were collected by filtration. The organic layer was separated, washed with 1N aqueous sodium hydroxide, water and dried over magnesium sulfate. The organic layer was then filtered and concentrated... Starting materials: CNC (dimethylamine), FC(OC1=C(C=CC=C1)S(=O)(=O)NC(=O)NC1=NC(=NC(=N1)Cl)OC)F (N-(2-difluoromethoxyphenyl-sulfonyl)-N'-(4-chloro-6-methoxy-1,3,5-triazin-2-yl)-urea). The solvent is Cl (hydrochloric acid), O1CCOCC1 (dioxane). Reaction conditions: time 30 minute. Yields the product FC(OC1=C(C=CC=C1)S(=O)(=O)NC(=O)NC1=NC(=NC(=N1)N(C)C)OC)F (N-(2-Difluoromethoxyphenyl-sulfonyl)-N'-(4-dimethylamino-6-methoxy-1,3,5-triazin-2-yl)-urea). RXN SMILES: [CH3:1][NH:2][CH3:3].[F:4][CH:5]([F:29])[O:6][C:7]1[CH:12]=[CH:11][CH:10]=[CH:9][C:8]=1[S:13]([NH:16][C:17]([NH:19][C:20]1[N:25]=[C:24](Cl)[N:23]=[C:22]([O:27][CH3:28])[N:21]=1)=[O:18])(=[O:15])=[O:14]>O1CCOCC1.Cl>[F:4][CH:5]([F:29])[O:6][C:7]1[CH:12]=[CH:11][CH:10]=[CH:9][C:8]=1[S:13]([NH:16][C:17]([NH:19][C:20]1[N:25]=[C:24]([N:2]([CH3:3])[CH3:1])[N:23]=[C:22]([O:27][CH3:28])[N:21]=1)=[O:18])(=[O:15])=[O:14]. Procedure details: 3.0 g of dimethylamine are introduced at 20°-30° C., with cooling, into a solution of 8.2 g of N-(2-difluoromethoxyphenyl-sulfonyl)-N'-(4-chloro-6-methoxy-1,3,5-triazin-2-yl)-urea in 80 ml of dioxane. After the formed suspension has been stirred for a further 30 minutes, it is taken up in 500 ml of 0.1N hydrochloric acid, and the product which has precipitated is separated by filtration; yield: 7.7 g of N-(2-difluoromethoxyphenyl-sulfonyl)-N'-(4-dimethylamino-6-methoxy-1,3,5-triazin-2-yl)-urea, ... Starting materials: C1(=CC=CC=C1)CC(=O)C=1C=C2N=C(C(NC2=CC1)=O)C=1SC=CC1 (6-Phenylacetyl-3-thiophen-2-yl-1H-quinoxalin-2-one). The reagents and catalysts are [H][H].[Pd] (H2 Pd—C). Solvent: C(C)(=O)O (acetic acid). Product: C(CC1=CC=CC=C1)C=1C=C2N=C(C(NC2=CC1)=O)C=1SC=CC1 (6-Phenethyl-3-thiophen-2-yl-1H-quinoxalin-2-one), 6-phenethyl. RXN SMILES: [C:1]1([CH2:7][C:8]([C:10]2[CH:11]=[C:12]3[C:17](=[CH:18][CH:19]=2)[NH:16][C:15](=[O:20])[C:14]([C:21]2[S:22][CH:23]=[CH:24][CH:25]=2)=[N:13]3)=O)[CH:6]=[CH:5][CH:4]=[CH:3][CH:2]=1>[H][H].[Pd].C(O)(=O)C>[CH2:8]([C:10]1[CH:11]=[C:12]2[C:17](=[CH:18][CH:19]=1)[NH:16][C:15](=[O:20])[C:14]([C:21]1[S:22][CH:23]=[CH:24][CH:25]=1)=[N:13]2)[CH2:7][C:1]1[CH:2]=[CH:3][CH:4]=[CH:5][CH:6]=1 |f:1.2|. Procedure: The quinoxalin-2-one of the present example is prepared with 6-Phenylacetyl-3-thiophen-2-yl-1H-quinoxalin-2-one from Example 46 via treatment with H2/Pd—C in the presence of acetic acid to form the 6-phenethyl compound. Reactants: [Si](C)(C)(C(C)(C)C)OCC1CC(=CC(O1)=O)O (6-t-butyldimethylsilyloxymethyl-5,6-dihydro-4-hydroxy-pyran-2-one), N1=CC=CC=C1 (pyridine), C(C)(=O)Cl (acetyl chloride). Run in ClCCl (dichloromethane). Product: C(C)(=O)OC1=CC(OC(C1)CO[Si](C)(C)C(C)(C)C)=O (4-acetoxy-6-t-butyldimethylsilyloxymethyl-5,6-dihydropyran-2-one). As a reaction SMILES: [Si:1]([O:8][CH2:9][CH:10]1[O:15][C:14](=[O:16])[CH:13]=[C:12]([OH:17])[CH2:11]1)([C:4]([CH3:7])([CH3:6])[CH3:5])([CH3:3])[CH3:2].N1C=CC=CC=1.[C:24](Cl)(=[O:26])[CH3:25]>ClCCl>[C:24]([O:17][C:12]1[CH2:11][CH:10]([CH2:9][O:8][Si:1]([C:4]([CH3:7])([CH3:6])[CH3:5])([CH3:3])[CH3:2])[O:15][C:14](=[O:16])[CH:13]=1)(=[O:26])[CH3:25]. Procedure details: To 6-t-butyldimethylsilyloxymethyl-5,6-dihydro-4-hydroxy-pyran-2-one (0.26 parts) in dichloromethane (3 cm3) at ambient temperature was added pyridine (0.1 parts) and then acetyl chloride (0.1 parts). After approximately 30 minutes at ambient temperature the reaction mixture was washed with water, dried over MgSO4 and evaporated to yield 4-acetoxy-6-t-butyldimethylsilyloxymethyl-5,6-dihydropyran-2-one (0.2 parts). Starting materials: O=C([O-])O, COc1ccc2c(c1)CCC1(C#N)C2C(O)CC2(C)C(OC3CCCCO3)CCC21, [Na+], O=P(Cl)(Cl)Cl, c1ccncc1. The product is COc1ccc2c(c1)CCC1(C#N)C2=CCC2(C)C(OC3CCCCO3)CCC12. As a reaction SMILES: [C:36](=[O:37])([OH:38])[O-:39].[C:6](#[N:7])[C:8]12[CH:9]3[CH2:10][CH2:11][CH:12]([O:29][CH:30]4[O:31][CH2:32][CH2:33][CH2:34][CH2:35]4)[C:13]3([CH3:14])[CH2:15][CH:16]([OH:28])[CH:17]1[c:18]1[cH:19][cH:20][c:21]([O:26][CH3:27])[cH:22][c:23]1[CH2:24][CH2:25]2.[Na+:40].[P:1]([Cl:2])([Cl:3])([Cl:4])=[O:5].[cH:41]1[cH:42][cH:43][n:44][cH:45][cH:46]1>>[C:6](#[N:7])[C:8]12[CH:9]3[CH2:10][CH2:11][CH:12]([O:29][CH:30]4[O:31][CH2:32][CH2:33][CH2:34][CH2:35]4)[C:13]3([CH3:14])[CH2:15][CH:16]=[C:17]1[c:18]1[cH:19][cH:20][c:21]([O:26][CH3:27])[cH:22][c:23]1[CH2:24][CH2:25]2. Reactants: [Al+3].[Cl-].[Cl-].[Cl-] (AlCl3), N1=C(C=CC=C1)C1=C(CC(C(=O)O)C)C=CC=C1 (2-(2-(pyridyl)benzyl)propionic acid), S(=O)(Cl)Cl (thionyl chloride), ice, Cl (HCl). Solvent: C1(=CC=CC=C1)C (toluene). Run at temperature 80 celsius. The product is CC1C(C2=CC=CC(=C2C1)C1=NC=CC=C1)=O (2-Methyl-4-(2-pyridyl)-1-indanone). RXN SMILES: [N:1]1[CH:6]=[CH:5][CH:4]=[CH:3][C:2]=1[C:7]1[CH:18]=[CH:17][CH:16]=[CH:15][C:8]=1[CH2:9][CH:10]([CH3:14])[C:11]([OH:13])=O.S(Cl)(Cl)=O.[Al+3].[Cl-].[Cl-].[Cl-].Cl>C1(C)C=CC=CC=1>[CH3:14][CH:10]1[CH2:9][C:8]2[C:15](=[CH:16][CH:17]=[CH:18][C:7]=2[C:2]2[CH:3]=[CH:4][CH:5]=[CH:6][N:1]=2)[C:11]1=[O:13] |f:2.3.4.5|. Procedure: A solution of 193 g (0.80 mol) of 2-(2-(2-(pyridyl)benzyl)propionic acid in 81 cm3 (1.2 mol) of thionyl chloride was stirred at room temperature for 18 hours. Excess thionyl chloride was removed at 10 mbar and the acid chloride was taken up in 400 cm3 of toluene. The solution was added dropwise at 10° C. to a suspension of 113 g (0.85 mol) of AlCl3 in 1500 cm3 of toluene and heated at 80° C. for 1 hour. The reaction mixture was poured onto 2000 g of ice and acidified with concentrated aqueous HC...